Dataset: the Open Reaction Database (ORD), a public repository of structured organic reaction records. Task: describe an organic reaction: reactants, conditions, products, and yield Reactants: ( 5 ), ( 5 ), ( 100 ), Cl.OC(CNC(CC1=CC=C(C=C1)OC)(C)C)COC1=C(C=CC=C1)C (N-[2-Hydroxy-3-(2-methylphenoxy)propyl]-1,1-dimethyl-2-(4-methoxyphenyl)-ethylamine Hydrochloride), ( 34 ), ( 16 ), Cl.O(C1=CC=CC=C1)CCCNC(CC1=CC=C(C=C1)OC)(C)C (N-(3-Phenoxypropyl)-1,1-dimethyl-2-(4-methoxyphenyl)ethylamine Hydrochloride). Yields the product Cl.OC(CNC(CC1=CC=C(C=C1)OC)(C)C)COC1=CC(=CC(=C1)OC)Cl (N-[2-hydroxy-3-(3-chloro-5-methoxy-phenoxy)propyl]-1,1-dimethyl-2-(4-methoxyphenyl)ethylamine Hydrochloride). Reaction SMILES: [ClH:1].O(CCCNC(C)(C)CC1C=CC([O:21][CH3:22])=CC=1)C1C=CC=CC=1.Cl.[OH:26][CH:27]([CH2:42][O:43][C:44]1[CH:49]=[CH:48][CH:47]=[CH:46][C:45]=1C)[CH2:28][NH:29][C:30]([CH3:41])([CH3:40])[CH2:31][C:32]1[CH:37]=[CH:36][C:35]([O:38][CH3:39])=[CH:34][CH:33]=1>>[ClH:1].[OH:26][CH:27]([CH2:42][O:43][C:44]1[CH:49]=[C:48]([O:21][CH3:22])[CH:47]=[C:46]([Cl:1])[CH:45]=1)[CH2:28][NH:29][C:30]([CH3:41])([CH3:40])[CH2:31][C:32]1[CH:37]=[CH:36][C:35]([O:38][CH3:39])=[CH:34][CH:33]=1 |f:0.1,2.3,4.5|. Procedure: GC/EI-MS, m/z (rel. int.) 378 (M−15, 0.1), 275 (5), 274 (34), 273 (16), 272 (100), 163 (5), 121 (17), 114 (8). Reactants: ClS(=O)(=O)C=1C=C2C(C(NC2=CC1)=O)(Cl)Cl (5-chlorosulfonyl-3,3-dichloro-2-oxindole), C(C1=CC=CC=C1)N (benzylamine), Cl (hydrochloric acid). Solvent: C(Cl)Cl (methylene chloride), C(Cl)Cl (methylene chloride). Run at time 4 hour. The product is ethyl acetate hexanes, C(C1=CC=CC=C1)NS(=O)(=O)C=1C=C2C(C(NC2=CC1)=O)(Cl)Cl (5-Benzylaminosulfonyl-3,3-dichloro-2-oxindole). Yield: 25.0%. RXN SMILES: Cl[S:2]([C:5]1[CH:6]=[C:7]2[C:11](=[CH:12][CH:13]=1)[NH:10][C:9](=[O:14])[C:8]2([Cl:16])[Cl:15])(=[O:4])=[O:3].[CH2:17]([NH2:24])[C:18]1[CH:23]=[CH:22][CH:21]=[CH:20][CH:19]=1.Cl>C(Cl)Cl>[CH2:17]([NH:24][S:2]([C:5]1[CH:6]=[C:7]2[C:11](=[CH:12][CH:13]=1)[NH:10][C:9](=[O:14])[C:8]2([Cl:16])[Cl:15])(=[O:4])=[O:3])[C:18]1[CH:23]=[CH:22][CH:21]=[CH:20][CH:19]=1. Procedure details: To a solution of 5-chlorosulfonyl-3,3-dichloro-2-oxindole (100 mg, 400 umol) in methylene chloride (3 mL) was added benzylamine (135 uL, 1.2 mmol) dropwise. After stirring for 4 h. 3 N hydrochloric acid was added along with an additional volume of methylene chloride (20 mL). The organic layer was dried over magnesium sulfate, filtered, and silica gel flash chromatography (25 to 35% ethyl acetate/hexanes) yielded the title compound. ES (−) MS m/e=369 (M−H). The reactants are C[C@@H]1CN(C[C@@H](O1)C)C1=CC2=C(CN(CCO2)C(=O)OC(C)(C)C)C=C1 (tert-butyl 8-(cis-2,6-dimethylmorpholin-4-yl)-2,3-dihydro-1,4-benzoxazepine-4(5H)-carboxylate), C(C)(=O)OCC.Cl (hydrogen chloride-ethyl acetate). Run in C(C)(=O)OCC (ethyl acetate). Run at time 1 hour. Product: Cl.Cl.C[C@@H]1CN(C[C@@H](O1)C)C1=CC2=C(CNCCO2)C=C1 (8-(cis-2,6-dimethylmorpholin-4-yl)-2,3,4,5-tetrahydro-1,4-benzoxazepine dihydrochloride). Yield: 81.2%. RXN SMILES: [CH3:1][C@H:2]1[O:7][C@@H:6]([CH3:8])[CH2:5][N:4]([C:9]2[CH:26]=[CH:25][C:12]3[CH2:13][N:14](C(OC(C)(C)C)=O)[CH2:15][CH2:16][O:17][C:11]=3[CH:10]=2)[CH2:3]1.C(OCC)(=O)C.[ClH:33]>C(OCC)(=O)C>[ClH:33].[ClH:33].[CH3:1][C@H:2]1[O:7][C@@H:6]([CH3:8])[CH2:5][N:4]([C:9]2[CH:26]=[CH:25][C:12]3[CH2:13][NH:14][CH2:15][CH2:16][O:17][C:11]=3[CH:10]=2)[CH2:3]1 |f:1.2,4.5.6|. Procedure: A mixture of tert-butyl 8-(cis-2,6-dimethylmorpholin-4-yl)-2,3-dihydro-1,4-benzoxazepine-4(5H)-carboxylate (300 mg, 0.828 mmol), ethyl acetate (1 ml) and 4N hydrogen chloride-ethyl acetate solution (6 ml) was stirred for 1 hr at room temperature, and the solvent was evaporated under reduced pressure. The residue was recrystallized from a mixed solvent of methanol and ether to give the desired product (225 mg, 81.2%) as a solid. Reactants: CCCCCC, COc1cccc(CCNC=O)c1, O=P(Cl)(Cl)Cl. The product is COc1ccc2c(c1)CCN=C2. As a reaction SMILES: [CH3:19][CH2:20][CH2:21][CH2:22][CH2:23][CH3:24].[CH3:6][O:7][c:8]1[cH:9][c:10]([CH2:14][CH2:15][NH:16][CH:17]=[O:18])[cH:11][cH:12][cH:13]1.[P:1]([Cl:2])([Cl:3])([Cl:4])=[O:5]>>[CH3:6][O:7][c:8]1[cH:9][c:10]2[c:11]([cH:12][cH:13]1)[CH:17]=[N:16][CH2:15][CH2:14]2. The reactants are COC1=C(COCCCOC2=CC=C(C=C2)C2C(CN(CC2)C(=O)OC(C)(C)C)OCCOC2=C(C=CC=C2)CCOS(=O)(=O)C2=CC=C(C=C2)C)C=CC=C1 (tert-butyl 4-{4-[3-(2-methoxybenzyloxy)propoxy]phenyl}-3-(2-{2-[2-(toluene-4-sulphonyloxy)ethyl]phenoxy}ethoxy)piperidine-1-carboxylate), [N-]=[N+]=[N-].[Na+] (sodium azide). Run in CN(C=O)C (N,N-dimethylformamide), C(O)([O-])=O.[Na+] (sodium hydrogencarbonate). Yields the product N(=[N+]=[N-])CCC1=C(OCCOC2CN(CCC2C2=CC=C(C=C2)OCCCOCC2=C(C=CC=C2)OC)C(=O)OC(C)(C)C)C=CC=C1 (tert-Butyl 3-{2-[2-(2-azidoethyl)phenoxy]ethoxy}-4-{4-[3-(2-methoxybenzyloxy)propoxy]phenyl}piperidine-1-carboxylate). RXN SMILES: [CH3:1][O:2][C:3]1[CH:56]=[CH:55][CH:54]=[CH:53][C:4]=1[CH2:5][O:6][CH2:7][CH2:8][CH2:9][O:10][C:11]1[CH:16]=[CH:15][C:14]([CH:17]2[CH2:22][CH2:21][N:20]([C:23]([O:25][C:26]([CH3:29])([CH3:28])[CH3:27])=[O:24])[CH2:19][CH:18]2[O:30][CH2:31][CH2:32][O:33][C:34]2[CH:39]=[CH:38][CH:37]=[CH:36][C:35]=2[CH2:40][CH2:41]OS(C2C=CC(C)=CC=2)(=O)=O)=[CH:13][CH:12]=1.[N-:57]=[N+:58]=[N-:59].[Na+]>CN(C)C=O.C(=O)([O-])O.[Na+]>[N:57]([CH2:41][CH2:40][C:35]1[CH:36]=[CH:37][CH:38]=[CH:39][C:34]=1[O:33][CH2:32][CH2:31][O:30][CH:18]1[CH:17]([C:14]2[CH:13]=[CH:12][C:11]([O:10][CH2:9][CH2:8][CH2:7][O:6][CH2:5][C:4]3[CH:53]=[CH:54][CH:55]=[CH:56][C:3]=3[O:2][CH3:1])=[CH:16][CH:15]=2)[CH2:22][CH2:21][N:20]([C:23]([O:25][C:26]([CH3:27])([CH3:28])[CH3:29])=[O:24])[CH2:19]1)=[N+:58]=[N-:59] |f:1.2,4.5|. Procedure: A solution of 2.0 g of tert-butyl 4-{4-[3-(2-methoxybenzyloxy)propoxy]phenyl}-3-(2-{2-[2-(toluene-4-sulphonyloxy)ethyl]phenoxy}ethoxy)piperidine-1-carboxylate (Example 26b) and 1.32 g of sodium azide in 20 ml of N,N-dimethylformamide is stirred at 65° C. over 90 minutes. The reaction mixture is diluted with semisaturated aqueous sodium hydrogencarbonate solution and extracted with tert-butyl methyl ether (3×). The combined organic phases are dried over sodium sulphate and concentrated by evapora... Reactants: N[C@H](C(=O)NCCC[C@@H](CO)N(CC(C)C)S(=O)(=O)C1=CC=C(C=C1)N)CC1=CC=CC2=CC=CC=C12 ((2S,4S)-2-Amino-N-{4-[(4-amino-benzenesulfonyl)-isobutyl-amino]-5-hydroxy-pentyl}-3-naphthalen-1-yl-propionamide), FC(CC(=O)O)(F)F (3,3,3-trifluoropropionic acid). Product: NC1=CC=C(C=C1)S(=O)(=O)N([C@@H](CCCNC(=O)[C@H](CC1=CC=CC2=CC=CC=C12)NC(CC(F)(F)F)=O)CO)CC(C)C ((1S,4S)-N-(1-{4-[(4-Amino-benzenesulfonyl)-isobutyl-amino]-5-hydroxy-pentylcarbamoyl}-2-naphthalen-1-yl-ethyl)-3,3,3-trifluoro-propionamide). As a reaction SMILES: [NH2:1][C@@H:2]([CH2:27][C:28]1[C:37]2[C:32](=[CH:33][CH:34]=[CH:35][CH:36]=2)[CH:31]=[CH:30][CH:29]=1)[C:3]([NH:5][CH2:6][CH2:7][CH2:8][C@H:9]([N:12]([S:17]([C:20]1[CH:25]=[CH:24][C:23]([NH2:26])=[CH:22][CH:21]=1)(=[O:19])=[O:18])[CH2:13][CH:14]([CH3:16])[CH3:15])[CH2:10][OH:11])=[O:4].[F:38][C:39]([F:45])([F:44])[CH2:40][C:41](O)=[O:42]>>[NH2:26][C:23]1[CH:22]=[CH:21][C:20]([S:17]([N:12]([CH2:13][CH:14]([CH3:16])[CH3:15])[C@H:9]([CH2:10][OH:11])[CH2:8][CH2:7][CH2:6][NH:5][C:3]([C@@H:2]([NH:1][C:41](=[O:42])[CH2:40][C:39]([F:45])([F:44])[F:38])[CH2:27][C:28]2[C:37]3[C:32](=[CH:33][CH:34]=[CH:35][CH:36]=3)[CH:31]=[CH:30][CH:29]=2)=[O:4])(=[O:19])=[O:18])=[CH:25][CH:24]=1. Procedure details: The title compound was prepared from (2S,4S)-2-amino-N-{4-[(4-amino-benzenesulfonyl)-isobutyl-amino]-5-hydroxy-pentyl}-3-naphthalen-1-yl-propionamide (see example 8) as described in general procedure E using 3,3,3-trifluoropropionic acid. The final product was obtained in 76% yield. The product is O=C(NCC12CC3CC(CC(C3)C1)C2)c1cc(OCCSCCCO)ccc1Cl. Starting materials: O=C(NCC12CC3CC(CC(C3)C1)C2)c1cc(OCCCl)ccc1Cl, OCCCS. Reaction SMILES: [Cl:1][c:2]1[c:3]([C:4](=[O:5])[NH:6][CH2:7][C:8]23[CH2:9][CH:10]4[CH2:11][CH:12]([CH2:13][CH:14]([CH2:15]2)[CH2:16]4)[CH2:17]3)[cH:18][c:19]([O:22][CH2:23][CH2:24][Cl:25])[cH:20][cH:21]1.[SH:26][CH2:27][CH2:28][CH2:29][OH:30]>>[Cl:1][c:2]1[c:3]([C:4](=[O:5])[NH:6][CH2:7][C:8]23[CH2:9][CH:10]4[CH2:11][CH:12]([CH2:13][CH:14]([CH2:15]2)[CH2:16]4)[CH2:17]3)[cH:18][c:19]([O:22][CH2:23][CH2:24][S:26][CH2:27][CH2:28][CH2:29][OH:30])[cH:20][cH:21]1. Conditions: temperature -78 celsius. Run in CN(C)C=O (DMF), C(Cl)(Cl)Cl (CHCl3), hexanes, C(Cl)Cl (CH2Cl2). Reported procedure: Into a cold (−78° C.), stirred mixture of 2.54 g of 3-(azidomethyl)-N-(4-chlorobenzyl)-4-methyl-7-oxo-4,7-dihydrothieno[3,2-b]pyridine-6-carboxamide in 100 mL of dry THF is added via cannula a solution of LDA in THF, prepared from 3.7 mL of diisopropylamine and 8.0 mL of 2.5 M (hexanes) butyllithium in 50 mL of THF. The mixture is stirred at −78° C. for 90 min, then 2.5 mL of dry DMF is added and the mixture is allowed to warm to 0° C. Aqueous workup (CHCl3/dil. HCl) followed by flash chromatogr... Reactants: [Li+].CC(C)[N-]C(C)C (LDA), C1CCOC1 (THF), C(C)(C)NC(C)C (diisopropylamine), C1CCOC1 (THF), N(=[N+]=[N-])CC1=CSC2=C1N(C=C(C2=O)C(=O)NCC2=CC=C(C=C2)Cl)C (3-(azidomethyl)-N-(4-chlorobenzyl)-4-methyl-7-oxo-4,7-dihydrothieno[3,2-b]pyridine-6-carboxamide), C1CCOC1 (THF), Cl (HCl). Product: N(=[N+]=[N-])CC1=C(SC2=C1N(C=C(C2=O)C(=O)NCC2=CC=C(C=C2)Cl)C)C=O (3-(Azidomethyl)-N-(4-chlorobenzyl)-2-formyl-4-methyl-7-oxo-4,7-dihydrothieno[3,2-b]pyridine-6-carboxamide). RXN SMILES: [N:1]([CH2:4][C:5]1[C:9]2[N:10]([CH3:26])[CH:11]=[C:12]([C:15]([NH:17][CH2:18][C:19]3[CH:24]=[CH:23][C:22]([Cl:25])=[CH:21][CH:20]=3)=[O:16])[C:13](=[O:14])[C:8]=2[S:7][CH:6]=1)=[N+:2]=[N-:3].[Li+].CC([N-]C(C)C)C.C(NC(C)C)(C)C.Cl.C1C[O:46][CH2:45]C1>C(Cl)Cl.C(Cl)(Cl)Cl.CN(C=O)C>[N:1]([CH2:4][C:5]1[C:9]2[N:10]([CH3:26])[CH:11]=[C:12]([C:15]([NH:17][CH2:18][C:19]3[CH:20]=[CH:21][C:22]([Cl:25])=[CH:23][CH:24]=3)=[O:16])[C:13](=[O:14])[C:8]=2[S:7][C:6]=1[CH:45]=[O:46])=[N+:2]=[N-:3] |f:1.2|. Reactants: FC(C(=O)O)(F)F (trifluoroacetic acid), C22H23Cl2N5O2, ClC=1C=C(C(=O)NCC2=NC3=C(N2)C=CC(=C3)Cl)C=CC1C(=O)O (3-chloro-N-(5-chloro-1H-benzimidazol-2-ylmethyl)-4-carboxybenzamide), N1CC(CCC1)CNC(OC(C)(C)C)=O (tert-butyl piperidin-3-ylmethylcarbamate), CN(C)C(=[N+](C)C)ON1C2=C(C=CC=C2)N=N1.[B-](F)(F)(F)F (TBTU). The solvent is CS(=O)C (DMSO), C(C)N(CC)CC (triethylamine). Yields the product NCC1CN(CCC1)C(=O)C1=C(C=C(C(=O)NCC2=NC3=C(N2)C=CC(=C3)Cl)C=C1)Cl (4-(3-aminomethylpiperidin-1-ylcarbonyl)-3-chloro-N-(5-chloro-1H-benzimidazol-2-ylmethyl)benzamide). As a reaction SMILES: [Cl:1][C:2]1[CH:3]=[C:4]([CH:19]=[CH:20][C:21]=1[C:22](O)=[O:23])[C:5]([NH:7][CH2:8][C:9]1[NH:13][C:12]2[CH:14]=[CH:15][C:16]([Cl:18])=[CH:17][C:11]=2[N:10]=1)=[O:6].[NH:25]1[CH2:30][CH2:29][CH2:28][CH:27]([CH2:31][NH:32]C(=O)OC(C)(C)C)[CH2:26]1.CN(C(ON1N=NC2C=CC=CC1=2)=[N+](C)C)C.[B-](F)(F)(F)F.FC(F)(F)C(O)=O>CS(C)=O.C(N(CC)CC)C>[NH2:32][CH2:31][CH:27]1[CH2:28][CH2:29][CH2:30][N:25]([C:22]([C:21]2[CH:20]=[CH:19][C:4]([C:5]([NH:7][CH2:8][C:9]3[NH:13][C:12]4[CH:14]=[CH:15][C:16]([Cl:18])=[CH:17][C:11]=4[N:10]=3)=[O:6])=[CH:3][C:2]=2[Cl:1])=[O:23])[CH2:26]1 |f:2.3|. Procedure details: Prepared analogously to Example 1d from 3-chloro-N-(5-chloro-1H-benzimidazol-2-ylmethyl)-4-carboxybenzamide, tert-butyl piperidin-3-ylmethylcarbamate, TBTU, and triethylamine in DMSO at ambient temperature followed by Boc cleaving with trifluoroacetic acid analogously to Example 17. HPLC-MS results: retention time: 2.96 minutes; C22H23Cl2N5O2 (460.36); mass spectrum: (M+H)+=460.2.